Dataset: the Open Reaction Database (ORD), a public repository of structured organic reaction records. Task: describe an organic reaction: reactants, conditions, products, and yield Isolated yield 88.4%. Starting materials: C(C)OC(CN(C(=O)OC(C)(C)C)[C@@H](C(=O)N1[C@@H](CCC1)C(=O)OCC1=CC=CC=C1)CC1=CC=C(C=C1)OC)=O ({[2-{2-(S)-[Benzyloxy-carbonyl]-pyrrolidin-1-yl}-1-(R)-(4-methoxybenzyl)-2-oxo-ethyl]-tert.-butoxycarbonyl-amino}-acetic acid ethyl ester). Reagents/catalysts: [Pd] (palladium on charcoal). Reaction SMILES: [CH2:1]([O:3][C:4](=[O:41])[CH2:5][N:6]([C@H:14]([CH2:32][C:33]1[CH:38]=[CH:37][C:36]([O:39][CH3:40])=[CH:35][CH:34]=1)[C:15]([N:17]1[CH2:21][CH2:20][CH2:19][C@H:18]1[C:22]([O:24]CC1C=CC=CC=1)=[O:23])=[O:16])[C:7]([O:9][C:10]([CH3:13])([CH3:12])[CH3:11])=[O:8])[CH3:2]>CO.[Pd]>[CH2:1]([O:3][C:4](=[O:41])[CH2:5][N:6]([C@H:14]([CH2:32][C:33]1[CH:38]=[CH:37][C:36]([O:39][CH3:40])=[CH:35][CH:34]=1)[C:15]([N:17]1[CH2:21][CH2:20][CH2:19][C@H:18]1[C:22]([OH:24])=[O:23])=[O:16])[C:7]([O:9][C:10]([CH3:13])([CH3:12])[CH3:11])=[O:8])[CH3:2]. Solvent: CO (methanol). Yields the product C(C)OC(CN(C(=O)OC(C)(C)C)[C@@H](C(=O)N1[C@@H](CCC1)C(=O)O)CC1=CC=C(C=C1)OC)=O ({[2-{2-(S)-Carboxy-pyrrolidin-1-yl}-1-(R)-(4-methoxybenzyl)-2-oxo-ethyl]-tert.-butoxycarbonyl-amino]-acetic acid ethyl ester). Procedure: 0.78 g of {[2-{2-(S)-[Benzyloxy-carbonyl]-pyrrolidin-1-yl}-1-(R)-(4-methoxybenzyl)-2-oxo-ethyl]-tert.-butoxycarbonyl-amino}-acetic acid ethyl ester were dissolved in 50 mL of methanol and hydrogenated for 3 h at room temperature using 0.4 g palladium on charcoal (10%) as catalyst. Filtration followed by concentration in vacuo affords 0.58 g (89%) of the title compound as a colorless oil. (−)-APCI-MS: 477 ([M-H]−).